This data is from the Open Reaction Database (ORD), a public repository of structured organic reaction records. The task is: describe an organic reaction: reactants, conditions, products, and yield The reactants are COC(C(CCl)=O)=O (3-Chloro-2-oxo-propionic acid methyl ester), [N+](=O)([O-])C=1C=CC=C2C=C(NC12)C(N)=S (7-nitro-1H-indole-2-carbothioic acid amide). RXN SMILES: [CH3:1][O:2][C:3](=[O:8])[C:4](=O)[CH2:5]Cl.[N+:9]([C:12]1[CH:13]=[CH:14][CH:15]=[C:16]2[C:20]=1[NH:19][C:18]([C:21](=[S:23])[NH2:22])=[CH:17]2)([O-:11])=[O:10]>>[CH3:1][O:2][C:3]([C:4]1[N:22]=[C:21]([C:18]2[NH:19][C:20]3[C:16]([CH:17]=2)=[CH:15][CH:14]=[CH:13][C:12]=3[N+:9]([O-:11])=[O:10])[S:23][CH:5]=1)=[O:8]. Product: COC(=O)C=1N=C(SC1)C=1NC2=C(C=CC=C2C1)[N+](=O)[O-] (2-(7-Nitro-1H-indol-2-yl)-thiazole-4-carboxylic acid methyl ester). Procedure details: 3-Chloro-2-oxo-propionic acid methyl ester and 7-nitro-1H-indole-2-carbothioic acid amide prepared in Step A of Preparation 110 were reacted according to the same procedure as Preparation 110 to give the title compound. Starting materials: C(C1=CC=CC=C1)OC1=C(C=C(C=C1C)C1=NC(=NO1)C1=CC(=NC(=C1)OC)C1CCCC1)CC (4-[5-(4-benzyloxy-3-ethyl-5-methyl-phenyl)-[1,2,4]oxadiazol-3-yl]-2-cyclopentyl-6-methoxy-pyridine). Reagents/catalysts: [Pd] (Pd/C). The solvent is C1CCOC1 (THF), CO (methanol). Conditions: time 24 hour. Product: C1(CCCC1)C1=NC(=CC(=C1)C1=NOC(=N1)C1=CC(=C(C(=C1)C)O)CC)OC (4-[3-(2-cyclopentyl-6-methoxy-pyridin-4-yl)-[1,2,4]oxadiazol-5-yl]-2-ethyl-6-methyl-phenol). Isolated yield 79.8%. RXN SMILES: C([O:8][C:9]1[C:14]([CH3:15])=[CH:13][C:12]([C:16]2[O:20][N:19]=[C:18]([C:21]3[CH:26]=[C:25]([O:27][CH3:28])[N:24]=[C:23]([CH:29]4[CH2:33][CH2:32][CH2:31][CH2:30]4)[CH:22]=3)[N:17]=2)=[CH:11][C:10]=1[CH2:34][CH3:35])C1C=CC=CC=1>C1COCC1.CO.[Pd]>[CH:29]1([C:23]2[CH:22]=[C:21]([C:18]3[N:17]=[C:16]([C:12]4[CH:13]=[C:14]([CH3:15])[C:9]([OH:8])=[C:10]([CH2:34][CH3:35])[CH:11]=4)[O:20][N:19]=3)[CH:26]=[C:25]([O:27][CH3:28])[N:24]=2)[CH2:30][CH2:31][CH2:32][CH2:33]1. Procedure details: Pd/C (150 mg, 10% Pd) is added to a solution of 4-[5-(4-benzyloxy-3-ethyl-5-methyl-phenyl)-[1,2,4]oxadiazol-3-yl]-2-cyclopentyl-6-methoxy-pyridine (1040 mg, 2.22 mmol) in THF (20 mL) and methanol (20 mL). The mixture is stirred under 1 bar of H2 at rt for 24 h. The catalyst is removed by filtration and the filtrate is concentrated and dried to give 4-[3-(2-cyclopentyl-6-methoxy-pyridin-4-yl)-[1,2,4]oxadiazol-5-yl]-2-ethyl-6-methyl-phenol (672 mg) as an off-white solid; LC-MS**: tR=0.97 min, [M+H... Reactants: [Br-].N1C=C(C2=CC=CC=C12)C(C[NH3+])=O ([2-(3-indolyl)-2-oxoethyl]ammonium bromide), C(C)N(C(C)C)C(C)C (Ethyldiisopropylamine), C1(=CC=CC2=CC=CC=C12)N=C=O (1-naphthylisocyanate). Run in C1CCOC1 (THF). Reaction conditions: time 1 hour. The product is N1C=C(C2=CC=CC=C12)C(CNC(=O)NC1=CC=CC2=CC=CC=C12)=O (1-[2-(3-Indolyl)-2-oxoethyl]-3-(1-naphthyl)urea). The yield is 87.0%. RXN SMILES: [Br-].[NH:2]1[C:10]2[C:5](=[CH:6][CH:7]=[CH:8][CH:9]=2)[C:4]([C:11](=[O:14])[CH2:12][NH3+:13])=[CH:3]1.C(N(C(C)C)C(C)C)C.[C:24]1([N:34]=[C:35]=[O:36])[C:33]2[C:28](=[CH:29][CH:30]=[CH:31][CH:32]=2)[CH:27]=[CH:26][CH:25]=1>C1COCC1>[NH:2]1[C:10]2[C:5](=[CH:6][CH:7]=[CH:8][CH:9]=2)[C:4]([C:11](=[O:14])[CH2:12][NH:13][C:35]([NH:34][C:24]2[C:33]3[C:28](=[CH:29][CH:30]=[CH:31][CH:32]=3)[CH:27]=[CH:26][CH:25]=2)=[O:36])=[CH:3]1 |f:0.1|. Procedure: [2-(3-indolyl)-2-oxoethyl]ammonium bromide (2.00 g, 7.84) was suspended in dry THF (20 ml). Ethyldiisopropylamine (1.40 ml, 7.84 mmol) was added followed by 1-naphthylisocyanate (1.13 ml, 7.84 ml). After stirring for 1 hour the formed precipitated was removed by filtration and washed with THF followed by water to give the sub-title product (2.33 g, 87%) as a white solid after drying. The reactants are [OH-].[Li+].COC(=O)C1=C(C2=C(N=CN=C2NC2=C(C=C(C=C2)F)O[C@@H]2COCCC2)S1)C (4-{4-fluoro-2-[(S)-(tetrahydro-pyran-3-yl)oxy]-phenylamino}-5-methyl-thieno[2,3-d]pyrimidine-6-carboxylic acid methyl ester Lithiumhydroxide), [OH-].[Na+] (NaOH). The product is COC(=O)C1=C(C2=C(N=CN=C2NC2=C(C=C(C=C2)F)O[C@@H]2COCCC2)S1)C (4-{4-Fluoro-2-[(S)-(tetrahydro-pyran-3-yl)oxy]-phenylamino}-5-methyl-thieno[2,3-d]pyrimidine-6-carboxylic acid methyl ester). RXN SMILES: [OH-].[Li+].[CH3:3][O:4][C:5]([C:7]1[S:30][C:10]2[N:11]=[CH:12][N:13]=[C:14]([NH:15][C:16]3[CH:21]=[CH:20][C:19]([F:22])=[CH:18][C:17]=3[O:23][C@H:24]3[CH2:29][CH2:28][CH2:27][O:26][CH2:25]3)[C:9]=2[C:8]=1[CH3:31])=[O:6].[OH-].[Na+]>>[CH3:3][O:4][C:5]([C:7]1[S:30][C:10]2[N:11]=[CH:12][N:13]=[C:14]([NH:15][C:16]3[CH:21]=[CH:20][C:19]([F:22])=[CH:18][C:17]=3[O:23][C@H:24]3[CH2:29][CH2:28][CH2:27][O:26][CH2:25]3)[C:9]=2[C:8]=1[CH3:31])=[O:6] |f:0.1.2,3.4|. Reported procedure: Prepared analogously to example 1.2 from 4-{4-fluoro-2-[(S)-(tetrahydro-pyran-3-yl)oxy]-phenylamino}-5-methyl-thieno[2,3-d]pyrimidine-6-carboxylic acid methyl ester Lithiumhydroxide was replaced by NaOH (2M).